From a dataset of the Open Reaction Database (ORD), a public repository of structured organic reaction records. describe an organic reaction: reactants, conditions, products, and yield Starting materials: C(C)(=O)O[BH-](OC(C)=O)OC(C)=O.[Na+] (sodium triacetoxyborohydride), ClC=1C=CC(=C(C=O)C1)O (5-chloro-2-hydroxybenzaldehyde), C(C)(C)(C)OC(NN)=O (tert-butylcarbazate), C(C)(=O)O (acetic acid). Solvent: C(Cl)Cl (CH2Cl2). Run at time 8 hour. The product is C(C)(C)(C)OC(=O)NNCC1=C(C=CC(=C1)Cl)O (N′-(5-CHLORO-2-HYDROXY-BENZYL)-HYDRAZINECARBOXYLIC ACID TERT-BUTYL ESTER). RXN SMILES: [Cl:1][C:2]1[CH:3]=[CH:4][C:5]([OH:10])=[C:6]([CH:9]=1)[CH:7]=O.[C:11]([O:15][C:16](=[O:19])[NH:17][NH2:18])([CH3:14])([CH3:13])[CH3:12].C(O)(=O)C.C(O[BH-](OC(=O)C)OC(=O)C)(=O)C.[Na+]>C(Cl)Cl>[C:11]([O:15][C:16]([NH:17][NH:18][CH2:7][C:6]1[CH:9]=[C:2]([Cl:1])[CH:3]=[CH:4][C:5]=1[OH:10])=[O:19])([CH3:14])([CH3:13])[CH3:12] |f:3.4|. Procedure details: A solution of 5-chloro-2-hydroxybenzaldehyde (1.5 g, 9.3 mmol), tert-butylcarbazate (1.25 g, 9.3 mmol) and acetic acid (0.54 mL, 9.3 mmol) in CH2Cl2 (50 mL) was stirred under a N2 atmosphere for 30 min at RT. Then sodium triacetoxyborohydride (6.20 g, 27.9 mmol) was added portion wise and the resulting mixture was stirred at RT overnight. The reaction was thoroughly quenched with 2 M HCl (15 mL) and stirred at RT for 1 h. The reaction mixture was partitioned between water (50 mL) and CH2Cl2 (25 ... RXN SMILES: [NH2:1][CH:2]1[N:8]=[C:7]([C:9]2[CH:14]=[CH:13][CH:12]=[CH:11][CH:10]=2)[C:6]2[CH:15]=[CH:16][CH:17]=[CH:18][C:5]=2[NH:4][C:3]1=[O:19].[C:20]1([C:26]2[CH:34]=[CH:33][C:29]([C:30](Cl)=[O:31])=[CH:28][CH:27]=2)[CH:25]=[CH:24][CH:23]=[CH:22][CH:21]=1>>[C:9]1([C:7]2[C:6]3[CH:15]=[CH:16][CH:17]=[CH:18][C:5]=3[NH:4][C:3](=[O:19])[CH:2]([NH:1][C:30](=[O:31])[C:29]3[CH:33]=[CH:34][C:26]([C:20]4[CH:25]=[CH:24][CH:23]=[CH:22][CH:21]=4)=[CH:27][CH:28]=3)[N:8]=2)[CH:14]=[CH:13][CH:12]=[CH:11][CH:10]=1. Starting materials: NC1C(NC2=C(C(=N1)C1=CC=CC=C1)C=CC=C2)=O (3(RS)-amino-1,3-dihydro-5-phenyl-2H-1,4-benzodiazepin-2-one), C1(=CC=CC=C1)C1=CC=C(C(=O)Cl)C=C1 (4-phenylbenzoyl chloride). The product is C1(=CC=CC=C1)C1=NC(C(NC2=C1C=CC=C2)=O)NC(C2=CC=C(C=C2)C2=CC=CC=C2)=O (1,3-Dihydro-5-phenyl-3(RS)-(4-phenylbenzoylamino)-2H-1,4-benzodiazepin-2-one). Procedure: The procedure of Example 134 was carried out using 3(RS)-amino-1,3-dihydro-5-phenyl-2H-1,4-benzodiazepin-2-one (39.2 mg, 0.156 mmole) in place of 1,3-dihydro-3(RS)-amino-5-(2-fluorophenyl)-2H-1,4-benzodiazepin-2-one and 4-phenylbenzoyl chloride (33.8 mg, 0.156 mmole) in place of p-trifluoromethylbenzoyl chloride. The product was chromatographed on silica gel (15% (v/v) Et2O in CH2Cl2 elution). The combined product fractions were evaporated to dryness in vacuo and crystallized from Et2O to give t... Reactants: BrC1=CC=C(CBr)C=C1 (4-Bromobenzylbromide), C(C)OCCNCC (N-(2-ethoxyethyl)ethanamine). The solvent is CN(C)C=O (DMF). Reaction conditions: time 18 hour. The product is BrC1=CC=C(CN(CC)CCOC)C=C1 (N-(4-Bromobenzyl)-N-(2-methoxyethyl)ethanamine). The yield is 97.3%. Reaction SMILES: [Br:1][C:2]1[CH:9]=[CH:8][C:5]([CH2:6]Br)=[CH:4][CH:3]=1.[CH2:10]([O:12][CH2:13][CH2:14][NH:15][CH2:16][CH3:17])C>CN(C=O)C>[Br:1][C:2]1[CH:9]=[CH:8][C:5]([CH2:6][N:15]([CH2:14][CH2:13][O:12][CH3:10])[CH2:16][CH3:17])=[CH:4][CH:3]=1. Procedure: 4-Bromobenzylbromide (4.01 g) was added to a solution of N-(2-ethoxyethyl)ethanamine (3.64 g) in DMF (40 ml). After stirring at ambient temperature for 18 h, the mixture was partitioned between diethyl ether and water. The organic phase was extracted with 2N aqueous hydrochloric acid which was then taken to pH 10 by addition of 2N sodium hydroxide solution. This was then extracted with diethyl ether which was dried and the solvent removed under vacuum to yield the title compound as a yellow oil ... Starting materials: ClC=1C=CC=2N(N1)C(=CN2)C(O)C2=CC1=CN(N=C1C=C2)COCC[Si](C)(C)C ((rac)-(6-Chloro-imidazo[1,2-b]pyridazin-3-yl)-[2-(2-trimethylsilanyl-ethoxymethyl)-2H-indazol-5-yl]-methanol), I(=O)(=O)C1=C(C(=O)O)C=CC=C1 (2-iodoxybenzoic acid). Run in CC(=O)C (acetone). Yields the product ClC=1C=CC=2N(N1)C(=CN2)C(=O)C2=CC1=CN(N=C1C=C2)COCC[Si](C)(C)C ((6-Chloro-imidazo[1,2-b]pyridazin-3-yl)-[2-(2-trimethylsilanyl-ethoxymethyl)-2H-indazol-5-yl]-methanone). Reaction SMILES: [Cl:1][C:2]1[CH:3]=[CH:4][C:5]2[N:6]([C:8]([CH:11]([C:13]3[CH:21]=[CH:20][C:19]4[C:15](=[CH:16][N:17]([CH2:22][O:23][CH2:24][CH2:25][Si:26]([CH3:29])([CH3:28])[CH3:27])[N:18]=4)[CH:14]=3)[OH:12])=[CH:9][N:10]=2)[N:7]=1.I(C1C=CC=CC=1C(O)=O)(=O)=O>CC(C)=O>[Cl:1][C:2]1[CH:3]=[CH:4][C:5]2[N:6]([C:8]([C:11]([C:13]3[CH:21]=[CH:20][C:19]4[C:15](=[CH:16][N:17]([CH2:22][O:23][CH2:24][CH2:25][Si:26]([CH3:29])([CH3:28])[CH3:27])[N:18]=4)[CH:14]=3)=[O:12])=[CH:9][N:10]=2)[N:7]=1. Procedure details: (rac)-(6-Chloro-imidazo[1,2-b]pyridazin-3-yl)-[2-(2-trimethylsilanyl-ethoxymethyl)-2H-indazol-5-yl]-methanol (Stage 195.4, 580 mg, 1.349 mmol) was dissolved in acetone (40 mL) and heated 1 h to reflux together with 2-iodoxybenzoic acid (1.133 g, 4.05 mmol). The RM was cooled down to rt and the acetone was removed under reduced pressure. The residue was mixed with 2 M NaOH solution and extracted with EtOAc. The combined organic layers were dried over Na2SO4 and the solvent was evaporated. The res... Reactants: 20a, NN1C(=CC=C1)C(=O)NC1=CC=CC=C1 (1-amino-N-phenyl-1H-pyrrole-2-carboxamide), C(C)(C)(C)OC(=O)NC(C(=O)O)CC (racemic 2-(tert-butoxycarbonylamino)butanoic acid). The solvent is C(C)OCC (diethylether). Yields the product crude product, O=C(C(C)NC(OC(C)(C)C)=O)NN1C(=CC=C1)C(NC1=CC=CC=C1)=O (tert-Butyl 1-oxo-1-(2-(phenylcarbamoyl)-1H-pyrrol-1-ylamino)propan-2-ylcarbamate). The yield is 87.6%. RXN SMILES: [NH2:1][N:2]1[CH:6]=[CH:5][CH:4]=[C:3]1[C:7]([NH:9][C:10]1[CH:15]=[CH:14][CH:13]=[CH:12][CH:11]=1)=[O:8].[C:16]([O:20][C:21]([NH:23][CH:24]([CH2:28]C)[C:25](O)=[O:26])=[O:22])([CH3:19])([CH3:18])[CH3:17]>C(OCC)C>[O:26]=[C:25]([NH:1][N:2]1[CH:6]=[CH:5][CH:4]=[C:3]1[C:7](=[O:8])[NH:9][C:10]1[CH:15]=[CH:14][CH:13]=[CH:12][CH:11]=1)[CH:24]([NH:23][C:21](=[O:22])[O:20][C:16]([CH3:19])([CH3:18])[CH3:17])[CH3:28]. Reported procedure: The title compound was prepared following the experimental procedure described in preparation 20a from 1.50 g (7.45 mmol) of 1-amino-N-phenyl-1H-pyrrole-2-carboxamide and 1.82 g (8.95 mmol) of racemic 2-(tert-butoxycarbonylamino)butanoic acid (purchased from ABCR, cat. no. AB154485). After recristallysation of the crude product in diethylether, 2.43 g (84% yield) of the title compound were obtained. Reactants: BrCCCCCCBr, CCCC[N+](CCCC)(CCCC)CCCC, ClCCl, O=[N+]([O-])c1ccc(CCCCO)cc1, [Na+], [OH-], O=S(=O)([O-])O. Yields the product O=[N+]([O-])c1ccc(CCCCOCCCCCCBr)cc1. As a reaction SMILES: [Br:15][CH2:16][CH2:17][CH2:18][CH2:19][CH2:20][CH2:21][Br:22].[CH2:30]([N+:31]([CH2:32][CH2:33][CH2:34][CH3:35])([CH2:36][CH2:37][CH2:38][CH3:39])[CH2:40][CH2:41][CH2:42][CH3:43])[CH2:44][CH2:45][CH3:46].[Cl:47][CH2:48][Cl:49].[N+:1](=[O:2])([O-:3])[c:4]1[cH:5][cH:6][c:7]([CH2:10][CH2:11][CH2:12][CH2:13][OH:14])[cH:8][cH:9]1.[Na+:24].[OH-:23].[S:25]([O-:26])([OH:27])(=[O:28])=[O:29]>>[N+:1](=[O:2])([O-:3])[c:4]1[cH:5][cH:6][c:7]([CH2:10][CH2:11][CH2:12][CH2:13][O:14][CH2:21][CH2:20][CH2:19][CH2:18][CH2:17][CH2:16][Br:15])[cH:8][cH:9]1.